This data is from the Open Reaction Database (ORD), a public repository of structured organic reaction records. The task is: describe an organic reaction: reactants, conditions, products, and yield The reactants are CC1=C(CN2C=C(C3=CC=C(C=C23)CC(=O)O)C)C(=CC=C1)C (2-[1-(2,6-dimethylbenzyl)-3-methyl-1H-indole-6-yl]acetic acid), [OH-].[K+] (potassium hydroxide). Solvent: C(C)O (ethanol). Product: CC1=C(CN2C=C(C3=CC=C(C=C23)CC(=O)[O-])C)C(=CC=C1)C.[K+] (potassium 2-[1-(2,6-dimethylbenzyl)-3-methyl-1H-indole-6-yl]acetate). RXN SMILES: [CH3:1][C:2]1[CH:22]=[CH:21][CH:20]=[C:19]([CH3:23])[C:3]=1[CH2:4][N:5]1[C:13]2[C:8](=[CH:9][CH:10]=[C:11]([CH2:14][C:15]([OH:17])=[O:16])[CH:12]=2)[C:7]([CH3:18])=[CH:6]1.[OH-].[K+:25]>C(O)C>[CH3:1][C:2]1[CH:22]=[CH:21][CH:20]=[C:19]([CH3:23])[C:3]=1[CH2:4][N:5]1[C:13]2[C:8](=[CH:9][CH:10]=[C:11]([CH2:14][C:15]([O-:17])=[O:16])[CH:12]=2)[C:7]([CH3:18])=[CH:6]1.[K+:25] |f:1.2,4.5|. Procedure: To a solution of the compound [64](226 mg) in ethanol (5 mL) was added an aqueous solution of 1N-potassium hydroxide (0.74 mL) at room temperature, and the solution was concentrated under reduced pressure to give the titled compound (254 mg) as a yellow solid. Starting materials: Cl.N1CCC(CC1)C1C(C2=CC=CC=C2C1)=O (2-(4-piperidyl)-1-indanone hydrochloride), C(=C)C1=NC=CC=C1 (2-vinylpyridine), O.O.O.C(C)(=O)[O-].[Na+] (sodium acetate trihydrate), O (water). Procedure: A mixture of 0.251 g (0.001 mol) of 2-(4-piperidyl)-1-indanone hydrochloride, 0.21 g (0.002 mol) of 2-vinylpyridine, 0.272 g (0.002 mol) sodium acetate trihydrate, 2 mL of water, and 2 mL of methanol was stirred and refluxed for 20 hours. The solvent was evaporated in vacuo and the residue was dissolved in ethyl acetate and dried over magnesium sulfate. The product was isolated in pure form by chromatography on silica gel using 5% methanol in chloroform. A hydrochloride salt was prepared and was... As a reaction SMILES: [ClH:1].[NH:2]1[CH2:7][CH2:6][CH:5]([CH:8]2[CH2:16][C:15]3[C:10](=[CH:11][CH:12]=[CH:13][CH:14]=3)[C:9]2=[O:17])[CH2:4][CH2:3]1.[CH:18]([C:20]1[CH:25]=[CH:24][CH:23]=[CH:22][N:21]=1)=[CH2:19].O.O.O.C([O-])(=O)C.[Na+].O>CO>[ClH:1].[ClH:1].[N:21]1[CH:22]=[CH:23][CH:24]=[CH:25][C:20]=1[CH2:18][CH2:19][N:2]1[CH2:3][CH2:4][CH:5]([CH:8]2[CH2:16][C:15]3[C:10](=[CH:11][CH:12]=[CH:13][CH:14]=3)[C:9]2=[O:17])[CH2:6][CH2:7]1 |f:0.1,3.4.5.6.7,10.11.12|. The solvent is CO (methanol). Yields the product hydrochloride salt, Cl.Cl.N1=C(C=CC=C1)CCN1CCC(CC1)C1C(C2=CC=CC=C2C1)=O (2-[1-(2-pyridylethyl)-4-piperidyl]-1-indanone dihydrochloride). Starting materials: N1=C(C=NC2=CC=CC=C12)C=O (quinoxaline-2-carboxaldehyde), Intermediate 10, C(=C)C=1C=NC=NC1 (5-vinylpyrimidine). The product is C(=C)C1=NC2=CC=CC=C2N=C1 (2-Vinylquinoxaline). RXN SMILES: [N:1]1[C:10]2[C:5](=[CH:6][CH:7]=[CH:8][CH:9]=2)[N:4]=[CH:3][C:2]=1[CH:11]=O.[CH:13](C1C=NC=NC=1)=C>>[CH:11]([C:2]1[CH:3]=[N:4][C:5]2[C:10](=[CH:9][CH:8]=[CH:7][CH:6]=2)[N:1]=1)=[CH2:13]. Procedure details: Prepared in a similar manner to that described for Intermediate 2, replacing 2-vinylpyrazine with 2-vinylquinoxaline.* The product was purified by SPE using cyclohexane:ethylacetate (2:1 v/v) as eluent to provide the title compound as an oil. *{2-Vinylquinoxaline was synthesized from quinoxaline-2-carboxaldehyde using the procedure described in Intermediate 10 for 5-vinylpyrimidine}. The reactants are CCC(O)(CC)c1ccc(Br)cc1, Cc1ccccc1O, O, O=S(=O)(O)O. The product is CCC(CC)(c1ccc(Br)cc1)c1ccc(O)c(C)c1. Reaction SMILES: [Br:1][c:2]1[cH:3][cH:4][c:5]([C:8]([CH2:9][CH3:10])([CH2:11][CH3:12])[OH:13])[cH:6][cH:7]1.[CH3:14][c:15]1[cH:16][cH:17][cH:18][cH:19][c:20]1[OH:21].[OH2:27].[S:22](=[O:23])(=[O:24])([OH:25])[OH:26]>>[Br:1][c:2]1[cH:3][cH:4][c:5]([C:8]([CH2:9][CH3:10])([CH2:11][CH3:12])[c:17]2[cH:16][c:15]([CH3:14])[c:20]([OH:21])[cH:19][cH:18]2)[cH:6][cH:7]1.